From a dataset of the Open Reaction Database (ORD), a public repository of structured organic reaction records. describe an organic reaction: reactants, conditions, products, and yield Starting materials: CC(=O)Oc1ccc(Br)cc1, C=Cc1cc(OC(C)=O)cc(OC(C)=O)c1, CCCC[N+](CCCC)(CCCC)CCCC, [Cl-], [Na+], O=C([O-])O, CN(C)C=O. Product: CC(=O)Oc1ccc(C=Cc2cc(OC(C)=O)cc(OC(C)=O)c2)cc1. RXN SMILES: [C:17]([CH3:18])(=[O:19])[O:20][c:21]1[cH:22][cH:23][c:24]([Br:27])[cH:25][cH:26]1.[C:1]([CH3:2])(=[O:3])[O:4][c:5]1[cH:6][c:7]([CH:8]=[CH2:9])[cH:10][c:11]([O:13][C:14]([CH3:15])=[O:16])[cH:12]1.[CH2:34]([N+:35]([CH2:36][CH2:37][CH2:38][CH3:39])([CH2:40][CH2:41][CH2:42][CH3:43])[CH2:44][CH2:45][CH2:46][CH3:47])[CH2:48][CH2:49][CH3:50].[Cl-:33].[Na+:32].[O-:28][C:29]([OH:30])=[O:31].[O:51]=[CH:52][N:53]([CH3:54])[CH3:55]>>[C:1]([CH3:2])(=[O:3])[O:4][c:5]1[cH:6][c:7]([CH:8]=[CH:9][c:24]2[cH:23][cH:22][c:21]([O:20][C:17]([CH3:18])=[O:19])[cH:26][cH:25]2)[cH:10][c:11]([O:13][C:14]([CH3:15])=[O:16])[cH:12]1. Starting materials: OCCCCOC1=CC=C(C(=O)O)C=C1 (4-(4′-hydroxybutoxy)benzoic acid), C(C=C)(=O)O (acrylic acid), C1(=CC=C(C=C1)S(=O)(=O)O)C (p-toluenesulfonic acid), O (water). The reagents and catalysts are C(C)(C)(C)C1=C(C(=CC(C1)=CN(C)C)C(C)(C)C)O (2,6-di-tert-butyl-4-(dimethylaminomethylene)phenol). Solvent: ClC(C)(Cl)Cl (1,1,1-trichloroethane), petroleum ether. Product: C(C=C)(=O)OCCCCOC1=CC=C(C(=O)O)C=C1 (4-(4′-acryloxybutoxy)benzoic acid). Yield: 63.2%. RXN SMILES: [OH:1][CH2:2][CH2:3][CH2:4][CH2:5][O:6][C:7]1[CH:15]=[CH:14][C:10]([C:11]([OH:13])=[O:12])=[CH:9][CH:8]=1.[C:16](O)(=[O:19])[CH:17]=[CH2:18].C1(C)C=CC(S(O)(=O)=O)=CC=1.O>ClC(Cl)(Cl)C.C(C1CC(=CN(C)C)C=C(C(C)(C)C)C=1O)(C)(C)C>[C:16]([O:1][CH2:2][CH2:3][CH2:4][CH2:5][O:6][C:7]1[CH:15]=[CH:14][C:10]([C:11]([OH:13])=[O:12])=[CH:9][CH:8]=1)(=[O:19])[CH:17]=[CH2:18]. Reported procedure: 276.6 g of 4-chlorobutyl acetate (1.8 mol) were added to a solution of 249 g of ethyl 4-hydroxybenzoate (1.5 mol), 3 g of potassium iodide (0.018 mol) and 248 g of potassium carbonate (1.8 mol) in 2 l of DMF, and the mixture was stirred at 90° C. for 11 hours. The reaction mixture was poured into 5 l of ice-water, and the precipitate was filtered off with suction and washed with 4 l of ice-water. The crude product was dissolved in 3 l of ethanol, potassium hydroxide (400 g) was added, and the mi... Starting materials: ClC=1C2(C[C@@H]3CC[C@H]4[C@@H]5CC[C@@H]([C@@]5(C)CC[C@@H]4[C@]3(C1)C)O)OCCO2 (2-chloro-3,3-ethylenedioxy-5α-androst-1-en-17β-ol), [Cr](=O)(=O)([O-])O[Cr](=O)(=O)[O-].[NH+]1=CC=CC=C1.[NH+]1=CC=CC=C1 (pyridinium dichromate). The solvent is CN(C=O)C (dimethylformamide). Product: ClC=1C2(C[C@@H]3CC[C@H]4[C@@H]5CCC([C@@]5(C)CC[C@@H]4[C@]3(C1)C)=O)OCCO2 (2-chloro-3,3-ethylenedioxy-5α-androst-1-en-17-one). Yield: 100.6%. RXN SMILES: [Cl:1][C:2]1[C:3]2([O:25][CH2:24][CH2:23][O:22]2)[CH2:4][C@H:5]2[C@:18]([CH3:20])([CH:19]=1)[C@@H:17]1[C@H:8]([C@H:9]3[C@@:13]([CH2:15][CH2:16]1)([CH3:14])[C@@H:12]([OH:21])[CH2:11][CH2:10]3)[CH2:7][CH2:6]2.[Cr](O[Cr]([O-])(=O)=O)([O-])(=O)=O.[NH+]1C=CC=CC=1.[NH+]1C=CC=CC=1>CN(C)C=O>[Cl:1][C:2]1[C:3]2([O:22][CH2:23][CH2:24][O:25]2)[CH2:4][C@H:5]2[C@:18]([CH3:20])([CH:19]=1)[C@@H:17]1[C@H:8]([C@H:9]3[C@@:13]([CH2:15][CH2:16]1)([CH3:14])[C:12](=[O:21])[CH2:11][CH2:10]3)[CH2:7][CH2:6]2 |f:1.2.3|. Reported procedure: 5.0 g of 2-chloro-3,3-ethylenedioxy-5α-androst-1-en-17β-ol is stirred in 50 ml of dimethylformamide with 10 g of pyridinium dichromate for 17 hours at room temperature and then worked up as described in Example 10B. After evaporation, 5 g of 2-chloro-3,3-ethylenedioxy-5α-androst-1-en-17-one is obtained. Starting materials: S(O)(O)(=O)=O (Sulfuric acid), NC1=C(C=C(C2=C1CCO2)C(=O)O)Cl (4-Amino-5-chloro-2,3-dihydro-7-benzofurancarboxylic acid), CO.N (CH3OH NH3). Solvent: CO (methanol). The product is NC1=C(C=C(C2=C1CCO2)C(=O)OC)Cl (methyl 4-amino-5-chloro-2,3-di-hydro-7-benzofurancarboxylate). The yield is 81.0%. As a reaction SMILES: S(=O)(=O)(O)O.[NH2:6][C:7]1[C:12]2[CH2:13][CH2:14][O:15][C:11]=2[C:10]([C:16]([OH:18])=[O:17])=[CH:9][C:8]=1[Cl:19].[CH3:20]O.N>CO>[NH2:6][C:7]1[C:12]2[CH2:13][CH2:14][O:15][C:11]=2[C:10]([C:16]([O:18][CH3:20])=[O:17])=[CH:9][C:8]=1[Cl:19] |f:2.3|. Procedure: Sulfuric acid (18 ml) was added dropwise to cooled methanol (90 ml). 4-Amino-5-chloro-2,3-dihydro-7-benzofurancarboxylic acid (20 g) was added to the mixture which was subsequently stirred and refluxed for 3 hours. The reaction mixture was cooled and alkalized with CH3OH/NH3. The solvent was evaporated and the residue stirred in water. The precipitate was filtered off and washed with water and DIPE. The remaining solid was dried, yielding 17.2 g (81%) of methyl 4-amino-5-chloro-2,3-di-hydro-7-be...